From a dataset of the Open Reaction Database (ORD), a public repository of structured organic reaction records. describe an organic reaction: reactants, conditions, products, and yield Reactants: COC=1C=C(C=C2C=C(NC12)C=1SC(CN1)CC(=O)O)OC=1C=NC(=CC1)S(=O)(=O)C ([2-(7-methoxy-5-{[6-(methylsulfonyl)pyridin-3-yl]oxy}-1H-indol-2-yl)-4,5-dihydro-1,3-thiazol-5-yl]acetic acid), Cl.C(C)N=C=NCCCN(C)C (1-ethyl-3-(3-dimethylaminopropyl)carbodiimide hydrochloride), ON1N=NC2=C1C=CC=C2 (1-hydroxybenzotriazole), COCCN (2-methoxyethylamine). Solvent: CN(C=O)C (N,N-dimethylformamide), O (Water). Run at time 20 hour. The product is COCCNC(CC1CN=C(S1)C=1NC2=C(C=C(C=C2C1)OC=1C=NC(=CC1)S(=O)(=O)C)OC)=O (N-(2-Methoxyethyl)-2-[2-(7-methoxy-5-{[6-(methylsulfonyl)pyridin-3-yl]oxy}-1H-indol-2-yl)-4,5-dihydro-1,3-thiazol-5-yl]acetamide). Yield: 59.3%. Reaction SMILES: [CH3:1][O:2][C:3]1[CH:4]=[C:5]([O:21][C:22]2[CH:23]=[N:24][C:25]([S:28]([CH3:31])(=[O:30])=[O:29])=[CH:26][CH:27]=2)[CH:6]=[C:7]2[C:11]=1[NH:10][C:9]([C:12]1[S:13][CH:14]([CH2:17][C:18]([OH:20])=O)[CH2:15][N:16]=1)=[CH:8]2.Cl.C(N=C=NCCCN(C)C)C.ON1C2C=CC=CC=2N=N1.[CH3:54][O:55][CH2:56][CH2:57][NH2:58]>O.CN(C)C=O>[CH3:54][O:55][CH2:56][CH2:57][NH:58][C:18](=[O:20])[CH2:17][CH:14]1[S:13][C:12]([C:9]2[NH:10][C:11]3[C:7]([CH:8]=2)=[CH:6][C:5]([O:21][C:22]2[CH:23]=[N:24][C:25]([S:28]([CH3:31])(=[O:29])=[O:30])=[CH:26][CH:27]=2)=[CH:4][C:3]=3[O:2][CH3:1])=[N:16][CH2:15]1 |f:1.2|. Procedure details: A mixture of [2-(7-methoxy-5-{[6-(methylsulfonyl)pyridin-3-yl]oxy}-1H-indol-2-yl)-4,5-dihydro-1,3-thiazol-5-yl]acetic acid (300 mg), 1-ethyl-3-(3-dimethylaminopropyl)carbodiimide hydrochloride (190 mg), 1-hydroxybenzotriazole (130 mg), 2-methoxyethylamine (100 mg) and N,N-dimethylformamide (5 mL) was stirred at room temperature for 20 h. Water was added to the mixture and the resultant was extracted with ethyl acetate. The organic layer was washed successively with saturated aqueous sodium hydro... Reactants: CCCCCC (hexane), C(C1=CC=CC=C1)=O (benzaldehyde), C1(=CC=CC=C1)C(CN)C (2-phenylpropylamine). Solvent: C1(=CC=CC=C1)C (toluene). The product is CC1CNC(C2=CC=CC=C12)C1=CC=CC=C1 (4-methyl-1-phenyl-1,2,3,4-tetrahydroisoquinoline). Yield: 78.0%. As a reaction SMILES: [CH:1](=O)[C:2]1[CH:7]=[CH:6][CH:5]=[CH:4][CH:3]=1.[C:9]1([CH:15]([CH3:18])[CH2:16][NH2:17])[CH:14]=[CH:13][CH:12]=[CH:11][CH:10]=1.CCCCCC>C1(C)C=CC=CC=1>[CH3:18][CH:15]1[C:9]2[C:14](=[CH:13][CH:12]=[CH:11][CH:10]=2)[CH:1]([C:2]2[CH:7]=[CH:6][CH:5]=[CH:4][CH:3]=2)[NH:17][CH2:16]1. Procedure: 4 Å molecular sieve (10 g) was added to a solution of 1.06 g (10.0 mmol) of benzaldehyde and 1.35 g (10.0 mmol) of 2-phenylpropylamine in toluene (45 ml) and the mixture was refluxed for 4 h. After cooling to RT the mixture was filtered through diatomaceous earth and the filtrate was concentrated to small volume under vacuum. The residue was dissolved in TFA (90 ml) and the solution was heated at 120° C. for 20 h. Then it was concentrated to small volume under vacuum and made alkaline with a 2N ...